This data is from the Open Reaction Database (ORD), a public repository of structured organic reaction records. The task is: describe an organic reaction: reactants, conditions, products, and yield The reactants are C(#N)C1=CC=C(C=O)C=C1 (4-cyanobenzaldehyde), NC1=C(C=CC=C1)S (o-aminobenzenethiol). Solvent: CS(=O)C (dimethyl sulfoxide). Reaction conditions: temperature 140 celsius. The product is C(#N)C1=CC=C(C=C1)C=1SC2=C(N1)C=CC=C2 (2-(4'-cyanophenyl)benzothiazole). RXN SMILES: [C:1]([C:3]1[CH:10]=[CH:9][C:6]([CH:7]=O)=[CH:5][CH:4]=1)#[N:2].[NH2:11][C:12]1[CH:17]=[CH:16][CH:15]=[CH:14][C:13]=1[SH:18]>CS(C)=O>[C:1]([C:3]1[CH:10]=[CH:9][C:6]([C:7]2[S:18][C:13]3[CH:14]=[CH:15][CH:16]=[CH:17][C:12]=3[N:11]=2)=[CH:5][CH:4]=1)#[N:2]. Procedure details: 44.6 g (0.34 mol) of 4-cyanobenzaldehyde and 54.4 g (0.64 mol) of o-aminobenzenethiol were dissolved in 300 ml of dimethyl sulfoxide, and the temperature of the solution was raised to 140° C. The produced water and the dimethyl sulfoxide were distilled off. After heating for one hr, the residue was cooled, water was added thereto, and the resultant precipitate was collected by filtration and washed with ethanol. The crude crystal thus obtained was recrystallized from ethyl acetate to give 2-(4'-... Reactants: C[O-].[Na+] (NaOMe), N1C=C(C2=CC=CC=C12)[C@H]1C[C@H](C2=CC=CC=C12)OC(CCC)=O (butyric acid (1R,3S)-3-(1H-indol-3-yl)-indan-1-yl ester), solid, [NH4+].[Cl-] (NH4Cl), O (water). The solvent is CO (methanol), CO (methanol). Yields the product N1C=C(C2=CC=CC=C12)[C@H]1C[C@H](C2=CC=CC=C12)O ((1R,3S)-3-(1H-indol-3-yl)-indan-1-ol). Yield: 89.7%. Reaction SMILES: C[O-].[Na+].[NH:4]1[C:12]2[C:7](=[CH:8][CH:9]=[CH:10][CH:11]=2)[C:6]([C@@H:13]2[C:21]3[C:16](=[CH:17][CH:18]=[CH:19][CH:20]=3)[C@H:15]([O:22]C(=O)CCC)[CH2:14]2)=[CH:5]1.[NH4+].[Cl-].O>CO>[NH:4]1[C:12]2[C:7](=[CH:8][CH:9]=[CH:10][CH:11]=2)[C:6]([C@@H:13]2[C:21]3[C:16](=[CH:17][CH:18]=[CH:19][CH:20]=3)[C@H:15]([OH:22])[CH2:14]2)=[CH:5]1 |f:0.1,3.4|. Reported procedure: 3 mL 30% NaOMe in methanol was added to 13.49 g butyric acid (1R,3S)-3-(1H-indol-3-yl)-indan-1-yl ester in 100 mL methanol. TLC showed full conversion after 1.5 hours. 1.5 g solid NH4Cl and 50 mL water were added. Methanol was removed in vacuo and after aqueous work up, (1R,3S)-3-(1H-indol-3-yl)-indan-1-ol (37.9 mmol ) was obtained. The product is ClC1=CN=C2N1C(=NC(=C2)C=2C=NN(C2)C2COC2)C=2C=NN(C2)C2(CN(C2)CC(F)(F)F)CC#N (2-(3-(4-(3-chloro-7-(1-(oxetan-3-yl)-1H-pyrazol-4-yl)imidazo[1,2-c]pyrimidin-5-yl)-1H-pyrazol-1-yl)-1-(2,2,2-trifluoroethyl)azetidin-3-yl)acetonitrile). Isolated yield 28.0%. As a reaction SMILES: [O:1]1[CH2:4][CH:3]([N:5]2[CH:9]=[C:8]([C:10]3[N:15]=[C:14]([C:16]4[CH:17]=[N:18][N:19]([C:21]5([CH2:30][C:31]#[N:32])[CH2:24][N:23]([CH2:25][C:26]([F:29])([F:28])[F:27])[CH2:22]5)[CH:20]=4)[N:13]4[CH:33]=[CH:34][N:35]=[C:12]4[CH:11]=3)[CH:7]=[N:6]2)[CH2:2]1.C([O-])(O)=O.[Na+].C(Cl)[Cl:42]>>[Cl:42][C:33]1[N:13]2[C:14]([C:16]3[CH:17]=[N:18][N:19]([C:21]4([CH2:30][C:31]#[N:32])[CH2:24][N:23]([CH2:25][C:26]([F:29])([F:28])[F:27])[CH2:22]4)[CH:20]=3)=[N:15][C:10]([C:8]3[CH:7]=[N:6][N:5]([CH:3]4[CH2:2][O:1][CH2:4]4)[CH:9]=3)=[CH:11][C:12]2=[N:35][CH:34]=1 |f:1.2|. Conditions: time 8 hour. The reactants are O1CC(C1)N1N=CC(=C1)C1=CC=2N(C(=N1)C=1C=NN(C1)C1(CN(C1)CC(F)(F)F)CC#N)C=CN2 (2-(3-(4-(7-(1-(oxetan-3-yl)-1H-pyrazol-4-yl)imidazo[1,2-c]pyrimidin-5-yl)-1H-pyrazol-1-yl)-1-(2,2,2-trifluoroethyl)azetidin-3-yl)acetonitrile), n-chlorosuccinimide, C(Cl)Cl (DCM), C(=O)(O)[O-].[Na+] (NaHCO3), n-Chlorosuccinimide. Reported procedure: 2-(3-(4-(7-(1-(Oxetan-3-yl)-1H-pyrazol-4-yl)imidazo[1,2-c]pyrimidin-5-yl)-1H-pyrazol-1-yl)-1-(2,2,2-trifluoroethyl)azetidin-3-yl)acetonitrile (Example 105; 0.040 g, 0.08274 mmol) was suspended in DCM (3 mL) and saturated aqueous NaHCO3 (1 mL). n-Chlorosuccinimide (0.017 g, 0.124 mmol) was added in one portion and the reaction mixture stirred at ambient temperature overnight. Additional n-chlorosuccinimide (0.033 g, 0.248 mmol) was added and the reaction was allowed to stir at ambient temperature... Starting materials: CCI, CN(C)C=O, Nc1c(CC(=O)O)cccc1C(=O)c1ccc(Br)cc1, [Na]. The product is CCOC(=O)Cc1cccc(C(=O)c2ccc(Br)cc2)c1N. RXN SMILES: [CH2:22]([CH3:23])[I:24].[CH3:25][N:26]([CH3:27])[CH:28]=[O:29].[NH2:1][c:2]1[c:3]([CH2:17][C:18](=[O:19])[OH:20])[cH:4][cH:5][cH:6][c:7]1[C:8]([c:9]1[cH:10][cH:11][c:12]([Br:15])[cH:13][cH:14]1)=[O:16].[Na:21]>>[NH2:1][c:2]1[c:3]([CH2:17][C:18]([O:19][CH2:22][CH3:23])=[O:20])[cH:4][cH:5][cH:6][c:7]1[C:8]([c:9]1[cH:10][cH:11][c:12]([Br:15])[cH:13][cH:14]1)=[O:16].